This data is from the Open Reaction Database (ORD), a public repository of structured organic reaction records. The task is: describe an organic reaction: reactants, conditions, products, and yield Reactants: CO (methanol), solution, B(Cl)(Cl)Cl (boron trichloride), C1OC=2C=C(CNC3=NC=NC4=CC=C(C=C34)Cl)C=CC2O1 (4-(3,4-methylenedioxybenzyl)amino-6-chloroquinazoline). Run in C(Cl)Cl (methylene chloride), C(Cl)(Cl)Cl (chloroform). Yields the product OC=1C=C(CNC2=NC=NC3=CC=C(C=C23)Cl)C=CC1O (4-(3,4Dihydroxybenzyl)amino-6-chloroquinazoline). Isolated yield 79.6%. RXN SMILES: B(Cl)(Cl)Cl.C1[O:26][C:25]2[CH:24]=[CH:23][C:9]([CH2:10][NH:11][C:12]3[C:21]4[C:16](=[CH:17][CH:18]=[C:19]([Cl:22])[CH:20]=4)[N:15]=[CH:14][N:13]=3)=[CH:8][C:7]=2[O:6]1.CO>C(Cl)Cl.C(Cl)(Cl)Cl>[OH:6][C:7]1[CH:8]=[C:9]([CH:23]=[CH:24][C:25]=1[OH:26])[CH2:10][NH:11][C:12]1[C:21]2[C:16](=[CH:17][CH:18]=[C:19]([Cl:22])[CH:20]=2)[N:15]=[CH:14][N:13]=1. Procedure: 40 ml of a 1.0 M solution of boron trichloride in methylene chloride was dropped into a solution of 2.00 g (6.37 mmol) of 4-(3,4-methylenedioxybenzyl)amino-6-chloroquinazoline in 150 ml of chloroform under stirring at room temperature. The obtained mixture was stirred at room temperature for 2 days, followed by the addition of methanol, and the obtained mixture was distilled under a reduced pressure to remove the solvent. This procedure was repeated twice. The crystals thus precipitated were was... Starting materials: BrCC=1C=C(C(=CC1)C1=CC=CC=C1)C(=O)OC (methyl 4-(bromomethyl)-1,1-biphenyl-2-carboxylate), O1CCCC1 (tetrahydrofuran), C(CCC)C=1C=NC2=CC=CC=C2C1Cl (3-butyl-4-chloro quinoline), Cl (hydrochloric acid). The reagents and catalysts are [Zn] (zinc), [Pd].C1(=CC=CC=C1)P(C1=CC=CC=C1)C1=CC=CC=C1.C1(=CC=CC=C1)P(C1=CC=CC=C1)C1=CC=CC=C1.C1(=CC=CC=C1)P(C1=CC=CC=C1)C1=CC=CC=C1.C1(=CC=CC=C1)P(C1=CC=CC=C1)C1=CC=CC=C1 (tetrakis (triphenylphosphine) palladium). Run at time 15 hour. Product: C(CCC)C=1C=NC2=CC=CC=C2C1CC1=CC=C(C=C1)C=1C(=CC=CC1)C(=O)OC (Methyl 4'-[[3-butyl-4-quinolinyl]-methyl](1,1'-biphenyl)-2-carboxylate). As a reaction SMILES: BrC[C:3]1[CH:4]=[C:5]([C:15]([O:17][CH3:18])=[O:16])[C:6]([C:9]2[CH:14]=[CH:13][CH:12]=[CH:11][CH:10]=2)=[CH:7][CH:8]=1.[CH2:19]([C:23]1[CH:24]=[N:25][C:26]2[C:31]([C:32]=1Cl)=[CH:30][CH:29]=[CH:28][CH:27]=2)[CH2:20][CH2:21][CH3:22].Cl.O1CCC[CH2:36]1>[Zn].[Pd].C1(P(C2C=CC=CC=2)C2C=CC=CC=2)C=CC=CC=1.C1(P(C2C=CC=CC=2)C2C=CC=CC=2)C=CC=CC=1.C1(P(C2C=CC=CC=2)C2C=CC=CC=2)C=CC=CC=1.C1(P(C2C=CC=CC=2)C2C=CC=CC=2)C=CC=CC=1>[CH2:19]([C:23]1[CH:24]=[N:25][C:26]2[C:31]([C:32]=1[CH2:36][C:12]1[CH:13]=[CH:14][C:9]([C:6]3[C:5]([C:15]([O:17][CH3:18])=[O:16])=[CH:4][CH:3]=[CH:8][CH:7]=3)=[CH:10][CH:11]=1)=[CH:30][CH:29]=[CH:28][CH:27]=2)[CH2:20][CH2:21][CH3:22] |f:5.6.7.8.9|. Procedure: 475 mg of electrolytic zinc, 275 mg of tetrakis (triphenylphosphine) palladium, 2.08 g of methyl 4-(bromomethyl)-1,1-biphenyl-2-carboxylate (prepared in EP 0,025,331)) were introduced into 13 ml of tetrahydrofuran. 503 mg of 3-butyl-4-chloro quinoline of Step F were introduced and the mixture was stirred for 15 hours in an ultrasonic bath, allowing the temperature to rise to 65° C. 50 ml of 0.1N hydrochloric acid were added and extraction was carried out with ethyl acetate. The extracts were was... The reactants are O=C(O)c1ccc(N2CCCC2=O)cc1, CO, O=S(=O)(O)O. The product is COC(=O)c1ccc(N2CCCC2=O)cc1. RXN SMILES: [C:1](=[O:2])([OH:3])[c:4]1[cH:5][cH:6][c:7]([N:10]2[C:11](=[O:15])[CH2:12][CH2:13][CH2:14]2)[cH:8][cH:9]1.[CH3:21][OH:22].[S:16](=[O:17])(=[O:18])([OH:19])[OH:20]>>[C:1]([O:2][CH3:21])(=[O:3])[c:4]1[cH:5][cH:6][c:7]([N:10]2[C:11](=[O:15])[CH2:12][CH2:13][CH2:14]2)[cH:8][cH:9]1. As a reaction SMILES: [NH:1]([C:3]1[CH:8]=[C:7]([N+:9]([O-:11])=[O:10])[CH:6]=[C:5]([C:12]2[CH:17]=[C:16]([CH3:18])[CH:15]=[CH:14][C:13]=2[O:19][CH3:20])[N:4]=1)[NH2:2].C(O[CH:24]=[C:25]([C:31](=O)[C:32]([F:35])([F:34])[F:33])[C:26]([O:28][CH2:29][CH3:30])=[O:27])C>>[CH3:20][O:19][C:13]1[CH:14]=[CH:15][C:16]([CH3:18])=[CH:17][C:12]=1[C:5]1[N:4]=[C:3]([N:1]2[C:31]([C:32]([F:33])([F:34])[F:35])=[C:25]([C:26]([O:28][CH2:29][CH3:30])=[O:27])[CH:24]=[N:2]2)[CH:8]=[C:7]([N+:9]([O-:11])=[O:10])[CH:6]=1. Reactants: N(N)C1=NC(=CC(=C1)[N+](=O)[O-])C1=C(C=CC(=C1)C)OC (2-Hydrazino-6-(2-methoxy-5-methylphenyl)-4-nitropyridine), C(C)OC=C(C(=O)OCC)C(C(F)(F)F)=O (ethyl 2-(ethoxymethylene)-4,4,4-trifluoro-3-oxobutyrate). The product is COC1=C(C=C(C=C1)C)C1=CC(=CC(=N1)N1N=CC(=C1C(F)(F)F)C(=O)OCC)[N+](=O)[O-] (Ethyl 1-[6-(2-methoxy-5-methylphenyl)-4-nitropyridin-2-yl]-5-(trifluoromethyl)-1H-pyrazole 4-carboxylate). Reported procedure: Reaction of the title compound from Example 19 Step C with ethyl 2-(ethoxymethylene)-4,4,4-trifluoro-3-oxobutyrate, according to chemistry described in Example 1 Step A, provided the title compound: LCMS m/z 451.6 [M+H]+.